describe an organic reaction: reactants, conditions, products, and yield From a dataset of the Open Reaction Database (ORD), a public repository of structured organic reaction records. Starting materials: C1(=CC=CC=C1)C(COC1=CC=C(C=C1)C)OC1=CC=C(C=C1)C(C(F)(F)F)(C(F)(F)F)OCC1=CC=C(C=C1)OC (rac 1-(1-phenyl-2-p-tolyloxy-ethoxy)-4-[2,2,2-trifluoro-1-(4-methoxy-benzyloxy)-1-trifluoromethyl-ethyl]-benzene), C(C)#N.O (acetonitrile water), ceric ammonium nitrate, ceric ammonium nitrate, OS(=O)(=O)[O-].[K+] (KHSO4). The solvent is mixture, CCOC(=O)C (EtOAc). Product: C1(=CC=CC=C1)C(COC1=CC=C(C=O)C=C1)OC1=CC=C(C=C1)C(C(F)(F)F)(C(F)(F)F)OCC1=CC=C(C=C1)OC (rac 4-(2-phenyl-2-{4-[2,2,2-trifluoro-1-(4-methoxy-benzyloxy)-1-trifluoromethyl-ethyl]-phenoxy}-ethoxy)-benzaldehyde). Isolated yield 48.0%. As a reaction SMILES: [C:1]1([CH:7]([O:17][C:18]2[CH:23]=[CH:22][C:21]([C:24]([O:33][CH2:34][C:35]3[CH:40]=[CH:39][C:38]([O:41][CH3:42])=[CH:37][CH:36]=3)([C:29]([F:32])([F:31])[F:30])[C:25]([F:28])([F:27])[F:26])=[CH:20][CH:19]=2)[CH2:8][O:9][C:10]2[CH:15]=[CH:14][C:13]([CH3:16])=[CH:12][CH:11]=2)[CH:6]=[CH:5][CH:4]=[CH:3][CH:2]=1.C(#N)C.O.[OH:47]S([O-])(=O)=O.[K+]>CCOC(C)=O>[C:1]1([CH:7]([O:17][C:18]2[CH:23]=[CH:22][C:21]([C:24]([O:33][CH2:34][C:35]3[CH:40]=[CH:39][C:38]([O:41][CH3:42])=[CH:37][CH:36]=3)([C:29]([F:30])([F:31])[F:32])[C:25]([F:28])([F:26])[F:27])=[CH:20][CH:19]=2)[CH2:8][O:9][C:10]2[CH:11]=[CH:12][C:13]([CH:16]=[O:47])=[CH:14][CH:15]=2)[CH:2]=[CH:3][CH:4]=[CH:5][CH:6]=1 |f:1.2,3.4|. Reported procedure: 90 mg (0.15 mmol) of rac 1-(1-phenyl-2-p-tolyloxy-ethoxy)-4-[2,2,2-trifluoro-1-(4-methoxy-benzyloxy)-1-trifluoromethyl-ethyl]-benzene in 3 ml of a mixture of acetonitrile:water (9:1) were treated with 100 mg (0.18 mmol) of ceric ammonium nitrate at room temperature overnight. An additional 100 mg (0.18 mmol) of ceric ammonium nitrate were added and stirring was continued. EtOAc and 1M KHSO4 were added and the phases were separated. The inorganic one was extracted with EtOAC, the combined organic... The reactants are COCC1CC(c2ncc(-c3ccc4c(c3)COc3cc5c(ccc6nc(C7CCC(C)N7C(=O)OCc7ccccc7)[nH]c65)cc3-4)[nH]2)N(C(=O)OC(C)(C)C)C1, CCO, [Na+], O=C([O-])O. Product: COCC1CC(c2ncc(-c3ccc4c(c3)COc3cc5c(ccc6nc(C7CCC(C)N7)[nH]c65)cc3-4)[nH]2)N(C(=O)OC(C)(C)C)C1. RXN SMILES: [CH2:1]([O:2][C:3](=[O:4])[N:11]1[CH:12]([c:17]2[n:18][c:19]3[c:20]([nH:21]2)[c:22]2[cH:23][c:24]4[c:25]([cH:26][c:27]2[cH:28][cH:29]3)-[c:30]2[cH:31][cH:32][c:33](-[c:38]3[cH:39][n:40][c:41]([CH:43]5[N:44]([C:51](=[O:52])[O:53][C:54]([CH3:55])([CH3:56])[CH3:57])[CH2:45][CH:46]([CH2:48][O:49][CH3:50])[CH2:47]5)[nH:42]3)[cH:34][c:35]2[CH2:36][O:37]4)[CH2:13][CH2:14][CH:15]1[CH3:16])[c:5]1[cH:6][cH:7][cH:8][cH:9][cH:10]1.[CH3:63][CH2:64][OH:65].[Na+:62].[O-:58][C:59]([OH:60])=[O:61]>>[NH:11]1[CH:12]([c:17]2[n:18][c:19]3[c:20]([nH:21]2)[c:22]2[cH:23][c:24]4[c:25]([cH:26][c:27]2[cH:28][cH:29]3)-[c:30]2[cH:31][cH:32][c:33](-[c:38]3[cH:39][n:40][c:41]([CH:43]5[N:44]([C:51](=[O:52])[O:53][C:54]([CH3:55])([CH3:56])[CH3:57])[CH2:45][CH:46]([CH2:48][O:49][CH3:50])[CH2:47]5)[nH:42]3)[cH:34][c:35]2[CH2:36][O:37]4)[CH2:13][CH2:14][CH:15]1[CH3:16]. The reactants are [N+](=O)(O)[O-] (nitric acid), )-isomer/( S )-isomer, C(C)(=O)OC(C)=O (acetic anhydride), O[C@H]1C(=C(C(C1)=O)CC=C)C ((R)-4-hydroxy-3-methyl-2-(2-propenyl)-2-cyclopenten-1-one). The solvent is C(Cl)(Cl)Cl (chloroform). Product: CC1=C(C(C[C@H]1O[N+](=O)[O-])=O)CC=C ((R)-3-methyl-4-nitroxy-2-(2-propenyl)-2-cyclopenten-1-one). Isolated yield 96.5%. As a reaction SMILES: [N+:1]([O-:4])([OH:3])=[O:2].C(OC(=O)C)(=O)C.O[C@@H:13]1[CH2:17][C:16](=[O:18])[C:15]([CH2:19][CH:20]=[CH2:21])=[C:14]1[CH3:22]>C(Cl)(Cl)Cl>[CH3:22][C:14]1[C@H:13]([O:2][N+:1]([O-:4])=[O:3])[CH2:17][C:16](=[O:18])[C:15]=1[CH2:19][CH:20]=[CH2:21]. Procedure: Into a mixed solution of 8 g of fuming nitric acid and 24 g of acetic anhydride, kept at a temperature of -5° to 10° C. was added dropwise 6 g of (R)-4-hydroxy-3-methyl-2-(2-propenyl)-2-cyclopenten-1-one ([α]D24 : -7.81° (C=1.07, in chloroform), (R)-isomer/(S)-isomer=77.4/22.6). Thereafter, with the same operations as in Example 1, 7.50 g of crude (R)-3-methyl-4-nitroxy-2-(2-propenyl)-2-cyclopenten-1-one was obtained. Starting materials: N(=O)[O-].[Na+] (NaNO2), O.O.Cl[Sn]Cl (SnCl2.2H2O), CC(C(CC#N)=O)(C)C (4,4-dimethyl-3-oxopentanenitrile), NC=1C=C2C(NC=NC2=CC1)=O (6-aminoquinazolin-4(3H)-one). The solvent is O (H2O), CCO (EtOH), Cl (HCl), Cl (HCl). Reaction conditions: temperature 0 celsius, time 1 hour. Yields the product NC1=CC(=NN1C=1C=C2C(NC=NC2=CC1)=O)C(C)(C)C (6-(5-amino-3-t-butyl-1H-pyrazol-1-yl)quinazolin-4(3H)-one). The yield is 22.3%. Reaction SMILES: [NH2:1][C:2]1[CH:3]=[C:4]2[C:9](=[CH:10][CH:11]=1)[N:8]=[CH:7][NH:6][C:5]2=[O:12].[N:13]([O-])=O.[Na+].O.O.Cl[Sn]Cl.[CH3:22][C:23]([CH3:30])([CH3:29])[C:24](=O)[CH2:25][C:26]#[N:27]>Cl.O.CCO>[NH2:27][C:26]1[N:1]([C:2]2[CH:3]=[C:4]3[C:9](=[CH:10][CH:11]=2)[N:8]=[CH:7][NH:6][C:5]3=[O:12])[N:13]=[C:24]([C:23]([CH3:30])([CH3:29])[CH3:22])[CH:25]=1 |f:1.2,3.4.5|. Reported procedure: To a suspension of 6-aminoquinazolin-4(3H)-one (3.07 g, 19.0 mmol, 1.0 eq) in conc. HCl (30.0 ml) at 0° C. was added dropwise NaNO2 (1.51 g, 21.9 mmol, 1.15 eq) as a solution in H2O (20.0 ml). The resulting mixture was stirred at 0° C. for 1 h, and then treated with a solution of SnCl2.2H2O (18.5 g, 81.9 mmol, 4.30 eq) in conc. HCl (20.0 ml). The reaction was stirred at 0° C. for 1 h and then at RT for 2 h. The reaction was diluted with EtOH (200 ml), treated with 4,4-dimethyl-3-oxopentanenitril...